This data is from the Open Reaction Database (ORD), a public repository of structured organic reaction records. The task is: describe an organic reaction: reactants, conditions, products, and yield Reactants: N(=[N+]=[N-])CCCOC12C(CC1CN1CCCCC1)C=CC=C2 (3-(3-Azidopropoxy)-1-(1-piperidinylmethyl)benzocyclobutene), [H-].[H-].[H-].[H-].[Li+].[Al+3] (LAH), O (Water), [OH-].[Na+] (NaOH), O (water). Solvent: C1CCOC1 (THF), CCOCC (ether). Product: NCCCOC12C(CC1CN1CCCCC1)C=CC=C2 (3-(3-Aminopropoxy)-1-(1-piperidinylmethyl)benzocyclobutene). RXN SMILES: [N:1]([CH2:4][CH2:5][CH2:6][O:7][C:8]12[CH:22]=[CH:21][CH:20]=[CH:19][CH:9]1[CH2:10][CH:11]2[CH2:12][N:13]1[CH2:18][CH2:17][CH2:16][CH2:15][CH2:14]1)=[N+]=[N-].[H-].[H-].[H-].[H-].[Li+].[Al+3].O.[OH-].[Na+]>C1COCC1.CCOCC>[NH2:1][CH2:4][CH2:5][CH2:6][O:7][C:8]12[CH:22]=[CH:21][CH:20]=[CH:19][CH:9]1[CH2:10][CH:11]2[CH2:12][N:13]1[CH2:18][CH2:17][CH2:16][CH2:15][CH2:14]1 |f:1.2.3.4.5.6,8.9|. Procedure: A solution of the azido benzocyclobutenylmethyl compound (0.8 g) (step 8 above) in THF (5.2 ml) is added over a period of 30 min to a suspension of LAH (0.125 g) in anhydrous ether (16.5 ml) stirred under nitrogen. The mixture is refluxed for about 2 hours and cooled. Water (0.125 ml), aqueous NaOH (15% solution, 0.125 ml) and water (3.75 ml) are added to the cooled mixture which is filtered. The solid is washed with ether and the filtrate dried over Na2SO4. The dried filtrate is filtered, evapo... Starting materials: Cc1ccccc1, CN(C)c1ccncc1, ClCCl, Nc1ccc(Cl)cc1, CN(C)C=O, O, c1ccncc1, O=C(O)C1=CCN(c2ncccn2)CC1. Yields the product O=C(Nc1ccc(Cl)cc1)C1=CCN(c2ncccn2)CC1. Reaction SMILES: [CH3:38][c:39]1[cH:40][cH:41][cH:42][cH:43][cH:44]1.[CH3:45][N:46]([c:47]1[cH:48][cH:49][n:50][cH:51][cH:52]1)[CH3:53].[Cl:35][CH2:36][Cl:37].[NH2:27][c:28]1[cH:29][cH:30][c:31]([Cl:32])[cH:33][cH:34]1.[O:16]=[CH:17][N:18]([CH3:19])[CH3:20].[OH2:54].[cH:21]1[cH:22][cH:23][n:24][cH:25][cH:26]1.[n:1]1[c:2]([N:7]2[CH2:8][CH2:9][C:10]([C:13](=[O:14])[OH:15])=[CH:11][CH2:12]2)[n:3][cH:4][cH:5][cH:6]1>>[n:1]1[c:2]([N:7]2[CH2:8][CH2:9][C:10]([C:13](=[O:15])[NH:27][c:28]3[cH:29][cH:30][c:31]([Cl:32])[cH:33][cH:34]3)=[CH:11][CH2:12]2)[n:3][cH:4][cH:5][cH:6]1.